Dataset: the Open Reaction Database (ORD), a public repository of structured organic reaction records. Task: describe an organic reaction: reactants, conditions, products, and yield The reactants are C1CCOC1, COC(=O)c1ncccc1N, O=S(=O)(Cl)c1ccc(Cl)c(C(F)(F)F)c1, Cc1cnc(C#N)c(NS(=O)(=O)c2ccc(Cl)c(C(F)(F)F)c2)c1, Cc1cnc(C(=O)O)c(NS(=O)(=O)c2ccc(Cl)c(C(F)(F)F)c2)c1, [Li+], [OH-], c1ccncc1. Product: O=C(O)c1ncccc1NS(=O)(=O)c1ccc(Cl)c(C(F)(F)F)c1. As a reaction SMILES: [CH2:84]1[O:85][CH2:86][CH2:87][CH2:88]1.[CH3:16][O:17][C:18]([c:19]1[c:20]([NH2:21])[cH:22][cH:23][cH:24][n:25]1)=[O:26].[Cl:1][c:2]1[cH:3][cH:4][c:5]([S:6]([Cl:7])(=[O:8])=[O:9])[cH:10][c:11]1[C:12]([F:13])([F:14])[F:15].[Cl:27][c:28]1[cH:29][cH:30][c:31]([S:32]([NH:33][c:34]2[c:35]([C:36]#[N:37])[n:38][cH:39][c:40]([CH3:41])[cH:42]2)(=[O:43])=[O:44])[cH:45][c:46]1[C:47]([F:48])([F:49])[F:50].[Cl:51][c:52]1[c:53]([C:72]([F:73])([F:74])[F:75])[cH:54][c:55]([S:58](=[O:59])(=[O:60])[NH:61][c:62]2[c:63]([C:69](=[O:70])[OH:71])[n:64][cH:65][c:66]([CH3:68])[cH:67]2)[cH:56][cH:57]1.[Li+:77].[OH-:76].[cH:78]1[cH:79][cH:80][n:81][cH:82][cH:83]1>>[Cl:51][c:52]1[c:53]([C:72]([F:73])([F:74])[F:75])[cH:54][c:55]([S:58](=[O:59])(=[O:60])[NH:61][c:62]2[c:63]([C:69](=[O:70])[OH:71])[n:64][cH:65][cH:66][cH:67]2)[cH:56][cH:57]1. Starting materials: O=C(Cl)C(=O)Cl, ClCCl, Cn1ccc2ccc(NC(=O)C(F)(F)F)cc21. The product is Cn1cc(C(=O)C(=O)Cl)c2ccc(NC(=O)C(F)(F)F)cc21. RXN SMILES: [C:21]([C:22](=[O:23])[Cl:24])(=[O:25])[Cl:26].[CH2:18]([Cl:19])[Cl:20].[CH3:1][n:2]1[cH:3][cH:4][c:5]2[cH:6][cH:7][c:8]([NH:11][C:12]([C:13]([F:14])([F:15])[F:16])=[O:17])[cH:9][c:10]12>>[CH3:1][n:2]1[cH:3][c:4]([C:21]([C:22](=[O:23])[Cl:24])=[O:25])[c:5]2[cH:6][cH:7][c:8]([NH:11][C:12]([C:13]([F:14])([F:15])[F:16])=[O:17])[cH:9][c:10]12. Starting materials: COC1=CC=C(C=C1)S(=O)(=O)N([C@@H](C(=O)OCC1=CC=CC=C1)[C@@H]1CC[C@H](CC1)OCCC)CC1=CC=NC=C1 (benzyl 2(R)-[(4-methoxybenzenesulfonyl)(4-picolyl)amino]-2-(trans-4-propoxycyclohexyl)-acetate), Cl (hydrochloric acid). The reagents and catalysts are [Pd] (palladium on charcoal). Run in C(C)O (ethanol). The product is Cl.COC1=CC=C(C=C1)S(=O)(=O)N([C@@H](C(=O)O)[C@@H]1CC[C@H](CC1)OCCC)CC1=CC=NC=C1 (2(R)-[(4-methoxybenzenesulfonyl)(4-picolyl)amino]-2-(trans-4-propoxycyclohexyl) acetic acid hydrochloride), crude product. RXN SMILES: [CH3:1][O:2][C:3]1[CH:8]=[CH:7][C:6]([S:9]([N:12]([CH2:34][C:35]2[CH:40]=[CH:39][N:38]=[CH:37][CH:36]=2)[C@H:13]([C@H:24]2[CH2:29][CH2:28][C@H:27]([O:30][CH2:31][CH2:32][CH3:33])[CH2:26][CH2:25]2)[C:14]([O:16]CC2C=CC=CC=2)=[O:15])(=[O:11])=[O:10])=[CH:5][CH:4]=1.[ClH:41]>C(O)C.[Pd]>[ClH:41].[CH3:1][O:2][C:3]1[CH:8]=[CH:7][C:6]([S:9]([N:12]([CH2:34][C:35]2[CH:36]=[CH:37][N:38]=[CH:39][CH:40]=2)[C@H:13]([C@H:24]2[CH2:29][CH2:28][C@H:27]([O:30][CH2:31][CH2:32][CH3:33])[CH2:26][CH2:25]2)[C:14]([OH:16])=[O:15])(=[O:11])=[O:10])=[CH:5][CH:4]=1 |f:4.5|. Procedure details: A solution of benzyl 2(R)-[(4-methoxybenzenesulfonyl)(4-picolyl)amino]-2-(trans-4-propoxycyclohexyl)-acetate (3.0 g, 5 mmol) in ethanol (50 mL) containing 3 N hydrochloric acid (5 mL, 15 mmol) is hydrogenated at 50 psi in the presence of 5% palladium on charcoal (200 mg) at room temperature for 4 hours. The reaction mixture is filtered through celite washing with ethanol and concentrated in vacuo to provide 2(R)-[(4-methoxybenzenesulfonyl)(4-picolyl)amino]-2-(trans-4-propoxycyclohexyl) acetic ac... Starting materials: CCOC(=O)Cc1ccc(-c2nc(COc3ccc(COc4nn(-c5ccccc5)cc4C=Cc4cnn(CC)c4)cc3OC)c(C)o2)cc1, CCO, Cl, [Na+], C1CCOC1, [OH-]. The product is CCn1cc(C=Cc2cn(-c3ccccc3)nc2OCc2ccc(OCc3nc(-c4ccc(CC(=O)O)cc4)oc3C)c(OC)c2)cn1. As a reaction SMILES: [CH2:1]([CH3:2])[n:3]1[n:4][cH:5][c:6]([CH:8]=[CH:9][c:10]2[c:11]([O:21][CH2:22][c:23]3[cH:24][c:25]([O:49][CH3:50])[c:26]([O:27][CH2:28][c:29]4[n:30][c:31](-[c:35]5[cH:36][cH:37][c:38]([CH2:41][C:42](=[O:43])[O:44][CH2:45][CH3:46])[cH:39][cH:40]5)[o:32][c:33]4[CH3:34])[cH:47][cH:48]3)[n:12][n:13](-[c:15]3[cH:16][cH:17][cH:18][cH:19][cH:20]3)[cH:14]2)[cH:7]1.[CH3:59][CH2:60][OH:61].[ClH:58].[Na+:52].[O:53]1[CH2:54][CH2:55][CH2:56][CH2:57]1.[OH-:51]>>[CH2:1]([CH3:2])[n:3]1[n:4][cH:5][c:6]([CH:8]=[CH:9][c:10]2[c:11]([O:21][CH2:22][c:23]3[cH:24][c:25]([O:49][CH3:50])[c:26]([O:27][CH2:28][c:29]4[n:30][c:31](-[c:35]5[cH:36][cH:37][c:38]([CH2:41][C:42](=[O:43])[OH:44])[cH:39][cH:40]5)[o:32][c:33]4[CH3:34])[cH:47][cH:48]3)[n:12][n:13](-[c:15]3[cH:16][cH:17][cH:18][cH:19][cH:20]3)[cH:14]2)[cH:7]1. Reactants: C(C1=CC=CC=C1)OC[C@@H]1[C@H]2CC(O[C@H]2C[C@H]1O)=O ((1S,5R,6S,7R)-6-benzyloxymethyl-7-hydroxy-2-oxabicyclo[3,3,0]octan-3-one), C([O-])(O)=O.[Na+] (sodium bicarbonate), O1CCCC=C1 (dihydropyran), C1(=CC=C(C=C1)S(=O)(=O)O)C (p-toluenesulfonic acid). Solvent: CCOCC (ether), C(Cl)Cl (methylene chloride). The product is C(C1=CC=CC=C1)OC[C@@H]1[C@H]2CC(O[C@H]2C[C@H]1OC1OCCCC1)=O ((1S,5R,6S,7R)-6-Benzyloxymethyl-7-(tetrahydropyran-2-yloxy)-2-oxabicyclo[3,3,0]octan-3-one). As a reaction SMILES: [CH2:1]([O:8][CH2:9][C@H:10]1[C@H:17]([OH:18])[CH2:16][C@H:15]2[C@@H:11]1[CH2:12][C:13](=[O:19])[O:14]2)[C:2]1[CH:7]=[CH:6][CH:5]=[CH:4][CH:3]=1.[O:20]1[CH:25]=[CH:24][CH2:23][CH2:22][CH2:21]1.C1(C)C=CC(S(O)(=O)=O)=CC=1.C(=O)(O)[O-].[Na+]>CCOCC.C(Cl)Cl>[CH2:1]([O:8][CH2:9][C@H:10]1[C@H:17]([O:18][CH:21]2[CH2:22][CH2:23][CH2:24][CH2:25][O:20]2)[CH2:16][C@H:15]2[C@@H:11]1[CH2:12][C:13](=[O:19])[O:14]2)[C:2]1[CH:3]=[CH:4][CH:5]=[CH:6][CH:7]=1 |f:3.4|. Procedure: A solution of 14.5 g. of (1S,5R,6S,7R)-6-benzyloxymethyl-7-hydroxy-2-oxabicyclo[3,3,0]octan-3-one, 6 ml. of dihydropyran, and 40 mg. of p-toluenesulfonic acid in 300 ml. of absolute methylene chloride as agitated for one hour at 5°. Then the solution is diluted with ether, shaken with 4% sodium bicarbonate solution, washed neutral with water, dried over magnesium sulfate, and evaporated under vacuum. Yield: 21 g. of the tetrahydropyranyl ether as a colorless oil. Procedure: Excess TFA was added to [II] (2.00 g, 3.63 mmol) in CH2Cl2 at 0° C. The solution was stirred at 0° C. for 30 minutes and at room temperature for 15 minutes, and then the reaction was worked up by the method used for (5). Silica gel column chromatography with 2% MeOH/CHCl3 provided 1.51 g (92%) of [III] as an oil: NMR δ 1.17-1.90 (m, 14H), 2.23-2.50 (m, 4H), 2.90 (t, 2H, J=6), 3.40 (s, 1H), 3.63 (t, 2H, J=6), 4.67 (s, 2H), 4.77 (s, 2H), 7.30 (s, 5H), 7.33 (s, 5H). Anal. (C27H37N3O3) C, H, N. RXN SMILES: C(O)(C(F)(F)F)=O.C(OC([N:15]([O:40][CH2:41][C:42]1[CH:47]=[CH:46][CH:45]=[CH:44][CH:43]=1)[CH2:16][CH2:17][CH2:18][CH2:19][CH2:20][CH2:21][CH2:22][C:23](=[O:39])[N:24]([O:31][CH2:32][C:33]1[CH:38]=[CH:37][CH:36]=[CH:35][CH:34]=1)[CH2:25][CH2:26][CH2:27][CH2:28][C:29]#[N:30])=O)(C)(C)C.Cl.ON(C(=O)CCCCN(O)C(=O)CCCCN(O)C(=O)CCCCCCCCC)CCCCCN.CO.C(Cl)(Cl)Cl>C(Cl)Cl>[CH2:32]([O:31][N:24]([C:23](=[O:39])[CH2:22][CH2:21][CH2:20][CH2:19][CH2:18][CH2:17][CH2:16][NH:15][O:40][CH2:41][C:42]1[CH:43]=[CH:44][CH:45]=[CH:46][CH:47]=1)[CH2:25][CH2:26][CH2:27][CH2:28][C:29]#[N:30])[C:33]1[CH:34]=[CH:35][CH:36]=[CH:37][CH:38]=1 |f:2.3,4.5|. Reaction conditions: temperature 0 celsius, time 15 minute. Reactants: CO.C(Cl)(Cl)Cl (MeOH CHCl3), C(=O)(C(F)(F)F)O (TFA), C(C)(C)(C)OC(=O)N(CCCCCCCC(N(CCCCC#N)OCC1=CC=CC=C1)=O)OCC1=CC=CC=C1 (15-(tert-Butoxycarbonyl)-6,15-bis(benzyloxy)-7-oxo-6,15-diazapentadecanenitrile), Cl.ON(CCCCCN)C(CCCCN(C(CCCCN(C(CCCCCCCCC)=O)O)=O)O)=O (6,12,18-Trihydroxy-7,13,19-trioxo-6,12,18-triazaoctacosanamine hydrochloride). Solvent: C(Cl)Cl (CH2Cl2). Yields the product C(C1=CC=CC=C1)ON(CCCCC#N)C(CCCCCCCNOCC1=CC=CC=C1)=O (6,15-Bis(benzyloxy)-7-oxo-6,15-diazapentadecanenitrile). Reactants: CCOC(C)=O, CO, Cl, COc1cc(F)c(F)cc1-c1ccc(OCc2cccc3c2cnn3C2CCCCO2)cc1, O. The product is COc1cc(F)c(F)cc1-c1ccc(OCc2cccc3[nH]ncc23)cc1. RXN SMILES: [CH3:35][CH2:36][O:37][C:38]([CH3:39])=[O:40].[CH3:42][OH:43].[ClH:34].[F:1][c:2]1[cH:3][c:4]([O:32][CH3:33])[c:5](-[c:9]2[cH:10][cH:11][c:12]([O:15][CH2:16][c:17]3[c:18]4[cH:19][n:20][n:21]([CH:26]5[CH2:27][CH2:28][CH2:29][CH2:30][O:31]5)[c:22]4[cH:23][cH:24][cH:25]3)[cH:13][cH:14]2)[cH:6][c:7]1[F:8].[OH2:41]>>[F:1][c:2]1[cH:3][c:4]([O:32][CH3:33])[c:5](-[c:9]2[cH:10][cH:11][c:12]([O:15][CH2:16][c:17]3[c:18]4[cH:19][n:20][nH:21][c:22]4[cH:23][cH:24][cH:25]3)[cH:13][cH:14]2)[cH:6][c:7]1[F:8]. The reactants are NC(=O)CBr, CC(C)(C)OC(=O)NC1CCc2ccc(O)cc2C1, [H-], [Na+], CN(C)C=O, O. Yields the product CC(C)(C)OC(=O)NC1CCc2ccc(OCC(N)=O)cc2C1. Reaction SMILES: [Br:22][CH2:23][C:24](=[O:25])[NH2:26].[C:3]([CH3:4])([CH3:5])([CH3:6])[O:7][C:8](=[O:9])[NH:10][CH:11]1[CH2:12][c:13]2[cH:14][c:15]([OH:21])[cH:16][cH:17][c:18]2[CH2:19][CH2:20]1.[H-:2].[Na+:1].[O:28]=[CH:29][N:30]([CH3:31])[CH3:32].[OH2:27]>>[C:3]([CH3:4])([CH3:5])([CH3:6])[O:7][C:8](=[O:9])[NH:10][CH:11]1[CH2:12][c:13]2[cH:14][c:15]([O:21][CH2:23][C:24](=[O:25])[NH2:26])[cH:16][cH:17][c:18]2[CH2:19][CH2:20]1. Starting materials: C(Cl)Cl (methylene chloride), C(C1=CC=CC=C1)OCBr (benzyloxymethyl bromide), CN(C1=CC=CC=C1)C (N,N-dimethylaniline), C(Cl)Cl (methylene chloride), CC(C(=O)OC1CC(CC2CCC(C(C12)CCC1OC(CC(C1)O)=O)C)O[Si](C)(C)C(C)(C)C)CC (2-Methylbutanoic acid, 3-[[(1,1-dimethyl-ethyl)dimethylsilyl]oxy]decahydro-7-methyl-8-[2-(tetrahydro-4-hydroxy-6-oxo-2H-pyran-2-yl)ethyl]-1-naphthalenyl ester). Run in C(C)(=O)OCC (ethyl acetate). Conditions: time 18 hour. Yields the product CC(C(=O)OC1CC(CC2CCC(C(C12)CCC1OC(CC(C1)OCOCC1=CC=CC=C1)=O)C)OC(C)(C)C)CC (2-Methylbutanoic acid, 3-[[(1,1-dimethylethyl)]oxy]decahydro-7-methyl-8-[2-[tetrahydro-6-oxo-4-[(phenylmethoxy)-methoxy]-2H-pyran-2-yl]ethyl]-1-naphthalenyl ester). The yield is 96.1%. As a reaction SMILES: [CH2:1]([O:8][CH2:9]Br)[C:2]1[CH:7]=[CH:6][CH:5]=[CH:4][CH:3]=1.CN(C)[C:13]1[CH:18]=[CH:17]C=CC=1.[CH3:20][CH:21]([CH2:54][CH3:55])[C:22]([O:24][CH:25]1[CH:34]2[CH:29]([CH2:30][CH2:31][CH:32]([CH3:45])[CH:33]2[CH2:35][CH2:36][CH:37]2[CH2:42][CH:41]([OH:43])[CH2:40][C:39](=[O:44])[O:38]2)[CH2:28][CH:27]([O:46][Si](C(C)(C)C)(C)C)[CH2:26]1)=[O:23].[CH2:56](Cl)Cl>C(OCC)(=O)C>[CH3:20][CH:21]([CH2:54][CH3:55])[C:22]([O:24][CH:25]1[CH:34]2[CH:29]([CH2:30][CH2:31][CH:32]([CH3:45])[CH:33]2[CH2:35][CH2:36][CH:37]2[CH2:42][CH:41]([O:43][CH2:9][O:8][CH2:1][C:2]3[CH:7]=[CH:6][CH:5]=[CH:4][CH:3]=3)[CH2:40][C:39](=[O:44])[O:38]2)[CH2:28][CH:27]([O:46][C:18]([CH3:17])([CH3:13])[CH3:56])[CH2:26]1)=[O:23]. Reported procedure: To a solution of 23.1 g (115 mmol, 2.42 eq) of benzyloxymethyl bromide in 40 ml of methylene chloride at 0° C. was added 15.6 ml (123 mmol, 2.60 eq) of N,N-dimethylaniline and a solution of 24.9 g (47.4 mmol, 1.0 eq) of intermediate 3A in 50 ml of methylene chloride. This mixture was brought immediately to ambient temperature and stirred for 18 hours. The reaction mixture was then diluted with 400 ml of ethyl acetate, washed sequentially with saturated aqueous copper sulfate (1×200 ml, 1×75 ml) ... Starting materials: C(CCCCCCCCC)C1=CC=C(C=C1)C1=NC=C(C=N1)C(=O)O (2-(4-n-Decylphenyl)pyrimidine-5-ylcarboxylic acid), S(=O)(Cl)Cl (thionyl chloride). Yields the product C(CCCCCCCCC)C1=CC=C(C=C1)C1=NC=C(C=N1)C(=O)Cl (2-(4-n-decylphenyl)pyrimidine-5-ylcarboxylic acid chloride). RXN SMILES: [CH2:1]([C:11]1[CH:16]=[CH:15][C:14]([C:17]2[N:22]=[CH:21][C:20]([C:23]([OH:25])=O)=[CH:19][N:18]=2)=[CH:13][CH:12]=1)[CH2:2][CH2:3][CH2:4][CH2:5][CH2:6][CH2:7][CH2:8][CH2:9][CH3:10].S(Cl)([Cl:28])=O>>[CH2:1]([C:11]1[CH:16]=[CH:15][C:14]([C:17]2[N:22]=[CH:21][C:20]([C:23]([Cl:28])=[O:25])=[CH:19][N:18]=2)=[CH:13][CH:12]=1)[CH2:2][CH2:3][CH2:4][CH2:5][CH2:6][CH2:7][CH2:8][CH2:9][CH3:10]. Procedure details: 2-(4-n-Decylphenyl)pyrimidine-5-ylcarboxylic acid (1.5 g) was heated together with excess thionyl chloride for 4 hours under reflux and thereafter, unaltered thionyl chloride was distilled off to obtain 2-(4-n-decylphenyl)pyrimidine-5-ylcarboxylic acid chloride.